From a dataset of the Open Reaction Database (ORD), a public repository of structured organic reaction records. describe an organic reaction: reactants, conditions, products, and yield The reactants are CC1(C(NC(C2=C(C(=CC=C12)NC(=O)C)[N+](=O)[O-])=O)=O)C (4,4-dimethyl-7-acetamino-8-nitro-2H,4H-isoquinoline-1,3-dione), C(C1=CC=CC=C1)(=O)Cl (benzoyl chloride). The solvent is C=1(C(=CC=CC1)C)C (xylene). Yields the product CC1(C(NC(C2=C(C(=CC=C12)NC(C1=CC=CC=C1)=O)[N+](=O)[O-])=O)=O)C (4,4-dimethyl-7-benzoylamino-8-nitro-2H,4H-isoquinoline-1,3-dione). Isolated yield 67.8%. RXN SMILES: [CH3:1][C:2]1([CH3:21])[C:11]2[C:6](=[C:7]([N+:16]([O-:18])=[O:17])[C:8]([NH:12][C:13]([CH3:15])=[O:14])=[CH:9][CH:10]=2)[C:5](=[O:19])[NH:4][C:3]1=[O:20].C(Cl)(=O)[C:23]1[CH:28]=[CH:27]C=[CH:25][CH:24]=1>C1(C)C(C)=CC=CC=1>[CH3:1][C:2]1([CH3:21])[C:11]2[C:6](=[C:7]([N+:16]([O-:18])=[O:17])[C:8]([NH:12][C:13](=[O:14])[C:15]3[CH:27]=[CH:28][CH:23]=[CH:24][CH:25]=3)=[CH:9][CH:10]=2)[C:5](=[O:19])[NH:4][C:3]1=[O:20]. Procedure: 43.8 gm of 4,4-dimethyl-7-acetamino-8-nitro-2H,4H-isoquinoline-1,3-dione were admixed with 200 gm of xylene with 104 gm of benzoyl chloride, and the mixture was refluxed for 10 hours while stirring. After cooling, the reaction mixture was suction-filtered, and the filter cake was washed with toluene and petroleum ether, yielding 36 gm (68% of theory) of 4,4-dimethyl-7-benzoylamino-8-nitro-2H,4H-isoquinoline-1,3-dione, m.p. above 270° C. Reactants: BrC=1N=C(SC1C1=C(N=C2N1N=C(C=C2C(CC)CC)C)C)N2CCOCC2 (3-(4-Bromo-2-morpholin-4-yl-thiazol-5-yl)-8-(1-ethyl-propyl)-2,6-dimethyl-imidazo[1,2-b]pyridazine), C[O-].[Na+] (sodium methoxide), Teflon. Reagents/catalysts: [Cu]I (CuI). The solvent is CO (MeOH). Conditions: temperature 130 celsius. The product is C(C)C(CC)C=1C=2N(N=C(C1)C)C(=C(N2)C)C2=C(N=C(S2)N2CCOCC2)OC (N-{5-[8-(1-ethyl-propyl)-2,6-dimethyl-imidazo[1,2-b]pyridazin-3-yl]-4-methoxy-thiazol-2-yl}-morpholine). Yield: 35.9%. Reaction SMILES: Br[C:2]1[N:3]=[C:4]([N:23]2[CH2:28][CH2:27][O:26][CH2:25][CH2:24]2)[S:5][C:6]=1[C:7]1[N:11]2[N:12]=[C:13]([CH3:21])[CH:14]=[C:15]([CH:16]([CH2:19][CH3:20])[CH2:17][CH3:18])[C:10]2=[N:9][C:8]=1[CH3:22].[CH3:29][O-:30].[Na+]>[Cu]I.CO>[CH2:17]([CH:16]([C:15]1[C:10]2[N:11]([C:7]([C:6]3[S:5][C:4]([N:23]4[CH2:28][CH2:27][O:26][CH2:25][CH2:24]4)=[N:3][C:2]=3[O:30][CH3:29])=[C:8]([CH3:22])[N:9]=2)[N:12]=[C:13]([CH3:21])[CH:14]=1)[CH2:19][CH3:20])[CH3:18] |f:1.2|. Reported procedure: 100 mg of 3-(4-Bromo-2-morpholin-4-yl-thiazol-5-yl)-8-(1-ethyl-propyl)-2,6-dimethyl-imidazo[1,2-b]pyridazine (0.22 mmol), 24 mg of sodium methoxide (0.44 mmol) and 21 mg of CuI (0.11 mmol) are put into 4 ml vial with MeOH 3 ml and capped with a Teflon® lined cap. The reaction vial is heated at 130° C. overnight. The reaction mixture is concentrated and applied onto a silica-gel chromatography column (Hexane: THF=10:1) to give 32.8 mg of the title compound. Yield 36%. Mass spectrum (m/e): 416 (M+... Yields the product ClC1=CC=C(C=C1)SCC(CCCC)O (1-(p-chlorophenylthio)hexan-2-ol). Solvent: O (water), O (water). Reported procedure: To 28.9 g (0.2 mole) the p-chlorothiophenol and 8.0 g (0.2 mole) of sodium hydroxide in 100 ml of water is added 22.0 g (0.22 mole) of 1,2-epoxyhexane over 10 minutes. When addition is completed, the mixture is heated to reflux for 16 hours. The mixture is cooled, combined with 300 ml of water and the organic phase is separated. Reactants: ClC1=CC=C(C=C1)S (p-chlorothiophenol), [OH-].[Na+] (sodium hydroxide), O1CC1CCCC (1,2-epoxyhexane). Reaction SMILES: [Cl:1][C:2]1[CH:7]=[CH:6][C:5]([SH:8])=[CH:4][CH:3]=1.[OH-].[Na+].[O:11]1[CH:13]([CH2:14][CH2:15][CH2:16][CH3:17])[CH2:12]1>O>[Cl:1][C:2]1[CH:7]=[CH:6][C:5]([S:8][CH2:12][CH:13]([OH:11])[CH2:14][CH2:15][CH2:16][CH3:17])=[CH:4][CH:3]=1 |f:1.2|. Starting materials: CC(=O)c1ccc2c(c1)C(c1ccccc1F)=NCC(=O)N2, O=C([O-])[O-], CCBr, CC(C)=O, [K+], [K+]. Product: CCN1C(=O)CN=C(c2ccccc2F)c2cc(C(C)=O)ccc21. As a reaction SMILES: [C:10]([CH3:11])(=[O:12])[c:13]1[cH:14][cH:15][c:16]2[c:17]([cH:31]1)[C:18]([c:24]1[c:25]([F:30])[cH:26][cH:27][cH:28][cH:29]1)=[N:19][CH2:20][C:21](=[O:23])[NH:22]2.[C:4](=[O:5])([O-:6])[O-:7].[CH2:1]([CH3:2])[Br:3].[CH3:32][C:33](=[O:34])[CH3:35].[K+:8].[K+:9]>>[CH2:1]([CH3:2])[N:22]1[c:16]2[cH:15][cH:14][c:13]([C:10]([CH3:11])=[O:12])[cH:31][c:17]2[C:18]([c:24]2[c:25]([F:30])[cH:26][cH:27][cH:28][cH:29]2)=[N:19][CH2:20][C:21]1=[O:23]. Procedure: Ethyl 2-Methyl-2-{4-[2-(4-fluoro-benzamido)-ethyl]-biphenyl-4'-oxy}-propionate was prepared from 4-[2-(4-fluoro-benzamido)ethyl]-4'-hydroxy-biphenyl and ethyl 2-bromo-2-methyl-propionate analogous to Example 1. Yield: 20% of theory; m.p. 135° C. Yields the product CC(C(=O)OCC)(C)OC1=CC=C(C=C1)C1=CC=C(C=C1)CCNC(C1=CC=C(C=C1)F)=O (Ethyl 2-Methyl-2-{4-[2-(4-fluoro-benzamido)-ethyl]-biphenyl-4'-oxy}-propionate). Yield: 20.0%. RXN SMILES: [F:1][C:2]1[CH:25]=[CH:24][C:5]([C:6]([NH:8][CH2:9][CH2:10][C:11]2[CH:16]=[CH:15][C:14]([C:17]3[CH:22]=[CH:21][C:20]([OH:23])=[CH:19][CH:18]=3)=[CH:13][CH:12]=2)=[O:7])=[CH:4][CH:3]=1.Br[C:27]([CH3:34])([CH3:33])[C:28]([O:30][CH2:31][CH3:32])=[O:29]>>[CH3:33][C:27]([O:23][C:20]1[CH:21]=[CH:22][C:17]([C:14]2[CH:15]=[CH:16][C:11]([CH2:10][CH2:9][NH:8][C:6](=[O:7])[C:5]3[CH:24]=[CH:25][C:2]([F:1])=[CH:3][CH:4]=3)=[CH:12][CH:13]=2)=[CH:18][CH:19]=1)([CH3:34])[C:28]([O:30][CH2:31][CH3:32])=[O:29]. Reactants: FC1=CC=C(C(=O)NCCC2=CC=C(C=C2)C2=CC=C(C=C2)O)C=C1 (4-[2-(4-fluoro-benzamido)ethyl]-4'-hydroxy-biphenyl), BrC(C(=O)OCC)(C)C (ethyl 2-bromo-2-methyl-propionate). Starting materials: C(C)(C)(C)OC(N[C@@H](CCC(N(CC=1NC=CN1)C1CCCCC1)=O)C1CCCCC1)=O ({1-(S)-cyclohexyl-3-[cyclohexyl-(1H-imidazol-2-ylmethyl)-carbamoyl]-propyl}-carbamic acid tert-butyl ester), FC(C(=O)O)(F)F (trifluoroacetic acid). The solvent is ClCCl (dichloromethane). Reaction conditions: time 2 hour. Yields the product N[C@@H](CCC(=O)N(CC=1NC=CN1)C1CCCCC1)C1CCCCC1 (4-amino-4-(S),N-dicyclohexyl-N-(1H-imidazol-2-ylmethyl)-butyramide). As a reaction SMILES: C(OC(=O)[NH:7][C@H:8]([CH:26]1[CH2:31][CH2:30][CH2:29][CH2:28][CH2:27]1)[CH2:9][CH2:10][C:11](=[O:25])[N:12]([CH:19]1[CH2:24][CH2:23][CH2:22][CH2:21][CH2:20]1)[CH2:13][C:14]1[NH:15][CH:16]=[CH:17][N:18]=1)(C)(C)C.FC(F)(F)C(O)=O>ClCCl>[NH2:7][C@H:8]([CH:26]1[CH2:31][CH2:30][CH2:29][CH2:28][CH2:27]1)[CH2:9][CH2:10][C:11]([N:12]([CH:19]1[CH2:20][CH2:21][CH2:22][CH2:23][CH2:24]1)[CH2:13][C:14]1[NH:18][CH:17]=[CH:16][N:15]=1)=[O:25]. Reported procedure: To a stirred solution of the white solid (2.60 g, 5.8 mmole) isolated in Step B above, in dichloromethane (45 mL) was added trifluoroacetic acid (45 mL). The resulting solution was stirred at room temperature for 2 hours. The solution was then concentrated. Hydrochloric acid solution (1N, 10 mL) was added and the resulting solution washed with diethyl ether one time. Sodium bicarbonate was added until there was no bubbling observed from the aqueous solution. The solution was extracted with ethyl... Solvent: Cl(=O)(=O)(=O)O (perchloric acid). Reactants: NC1=NC=C(C=C1)C (2-amino-5-methylpyridine), [N+](#[C-])CCCCCC[N+]#[C-] (1,6-diisocyanhexane), COC=1C=C(C=O)C=CC1OC (3,4-dimethoxybenzaldehyde). Procedure: Compound (20) was prepared according to the general synthesis instructions from 1.0 ml of 2-amino-5-methylpyridine solution (0.1 M, DCM), 0.575 ml of 1,6-diisocyanhexane solution (0.2 M, DCM), 0.500 ml of 3,4-dimethoxybenzaldehyde solution (0.3 M, DCM), and 10 μl of perchloric acid (w=20%). Yields the product COC=1C=C(C=CC1OC)C=1N=C2N(C=C(C=C2)C)C1NCCCCCC[N+]#[C-] ([2-(3,4-dimethoxyphenyl)-6-methylimidazo[1,2-a]pyridin-3-yl]-(6-isocyanohexyl)-amine). Reaction SMILES: [NH2:1][C:2]1[CH:7]=[CH:6][C:5]([CH3:8])=[CH:4][N:3]=1.[N+:9]([CH2:11][CH2:12][CH2:13][CH2:14][CH2:15][CH2:16][N+:17]#[C-:18])#[C-:10].[CH3:19][O:20][C:21]1[CH:22]=[C:23]([CH:26]=[CH:27][C:28]=1[O:29][CH3:30])[CH:24]=O>Cl(O)(=O)(=O)=O>[CH3:19][O:20][C:21]1[CH:22]=[C:23]([C:24]2[N:1]=[C:2]3[CH:7]=[CH:6][C:5]([CH3:8])=[CH:4][N:3]3[C:10]=2[NH:9][CH2:11][CH2:12][CH2:13][CH2:14][CH2:15][CH2:16][N+:17]#[C-:18])[CH:26]=[CH:27][C:28]=1[O:29][CH3:30].